This data is from the Open Reaction Database (ORD), a public repository of structured organic reaction records. The task is: describe an organic reaction: reactants, conditions, products, and yield The reactants are [Cl-].[NH4+] (ammonium chloride), CSC(C#N)C1=CC(=CC=C1)C(C1=CC=CC=C1)=O (alpha-(methylthio)(m-benzoylphenyl)-acetonitrile), CI (methyl iodide), C[O-].[Na+] (sodium methoxide). The solvent is CO (methanol), CO (methanol). Product: CSC(C#N)(C)C1=CC(=CC=C1)C(C1=CC=CC=C1)=O (alpha-(methylthio)-alpha-(m-benzoylphenyl)-propionitrile). Isolated yield 73.0%. As a reaction SMILES: [CH3:1][S:2][CH:3]([C:6]1[CH:11]=[CH:10][CH:9]=[C:8]([C:12](=[O:19])[C:13]2[CH:18]=[CH:17][CH:16]=[CH:15][CH:14]=2)[CH:7]=1)[C:4]#[N:5].[CH3:20][O-].[Na+].CI.[Cl-].[NH4+]>CO>[CH3:1][S:2][C:3]([C:6]1[CH:11]=[CH:10][CH:9]=[C:8]([C:12](=[O:19])[C:13]2[CH:18]=[CH:17][CH:16]=[CH:15][CH:14]=2)[CH:7]=1)([CH3:20])[C:4]#[N:5] |f:1.2,4.5|. Reported procedure: 433 mg of alpha-(methylthio)(m-benzoylphenyl)-acetonitrile was dissolved in 2 ml of anhydrous methanol. The solution was stirred in an atmosphere of argon under ice cooling. Then, 0.65 ml of a 2.5 M methanol solution of sodium methoxide was added, and then 0.15 ml of methyl iodide was added dropwise. Under ice cooling, the mixture was stirred for 1 hour, and an aqueous solution of ammonium chloride (0.5 g/30 ml) was added. The mixture was extracted with 20 ml of methylene chloride three times. T... Reactants: O=C(CC[C@H]1[C@H](CNCC1)CC(=O)OC)C1=CC=NC2=CC=C(C=C12)OC (methyl (3R,4R)-4-[3-oxo-3-(6-methoxyquinolin-4-yl)propyl]piperidine-3-acetate), C1(CCCCC1)SCCCl (2-chloroethyl cyclohexyl sulfide), [I-].[K+] (potassium iodide), C([O-])([O-])=O.[K+].[K+] (potassium carbonate). Run in C(C)#N (acetonitrile), C(C)#N (acetonitrile), C(C)(=O)OCC (ethyl acetate), O (water). Run at temperature 80 celsius. The product is C1(CCCCC1)SCCN1C[C@@H]([C@@H](CC1)CCC(C1=CC=NC2=CC=C(C=C12)OC)=O)CC(=O)OC (methyl (3R,4R)-1-[2-(cyclohexylthio)ethyl]-4-[3-oxo-3-(6-methoxyquinolin-4-yl)propyl]piperidine-3-acetate). Isolated yield 68.5%. As a reaction SMILES: [CH:1]1([S:7][CH2:8][CH2:9]Cl)[CH2:6][CH2:5][CH2:4][CH2:3][CH2:2]1.[I-].[K+].C(=O)([O-])[O-].[K+].[K+].[O:19]=[C:20]([C:34]1[C:43]2[C:38](=[CH:39][CH:40]=[C:41]([O:44][CH3:45])[CH:42]=2)[N:37]=[CH:36][CH:35]=1)[CH2:21][CH2:22][C@@H:23]1[CH2:28][CH2:27][NH:26][CH2:25][C@@H:24]1[CH2:29][C:30]([O:32][CH3:33])=[O:31]>C(#N)C.C(OCC)(=O)C.O>[CH:1]1([S:7][CH2:8][CH2:9][N:26]2[CH2:27][CH2:28][C@@H:23]([CH2:22][CH2:21][C:20](=[O:19])[C:34]3[C:43]4[C:38](=[CH:39][CH:40]=[C:41]([O:44][CH3:45])[CH:42]=4)[N:37]=[CH:36][CH:35]=3)[C@@H:24]([CH2:29][C:30]([O:32][CH3:33])=[O:31])[CH2:25]2)[CH2:6][CH2:5][CH2:4][CH2:3][CH2:2]1 |f:1.2,3.4.5|. Procedure: 2.06 g of 2-chloroethyl cyclohexyl sulfide in 50 cm3 of acetonitrile, followed by 1.78 g of potassium iodide and 7.25 g of potassium carbonate, were added with stirring, at a temperature in the region of 20° C. and under an inert atmosphere, to a solution of 3.9 g of methyl (3R,4R)-4-[3-oxo-3-(6-methoxyquinolin-4-yl)propyl]piperidine-3-acetate in 50 cm3 of acetonitrile. The mixture was heated for 18 hours at a temperature in the region of 80° C. After cooling to approximately 20° C., the mixture...